Dataset: the Open Reaction Database (ORD), a public repository of structured organic reaction records. Task: describe an organic reaction: reactants, conditions, products, and yield Reactants: BrC=1C=NC=2N(C1)N=C(C2)C(=O)N2C(C1=C(CC2)C=CN1)C ((6-Bromo-pyrazolo[1,5-a]pyrimidin-2-yl)-(7-methyl-1,4,5,7-tetrahydro-pyrrolo[2,3-c]pyridin-6-yl)-methanone), C(C)(=O)O (acetic acid). Yields the product BrC=1C=NC=2N(C1)N=C(C2)C(=O)N2C(C1=C(CC2)C=CN1C(C)=O)C (1-[6-(6-Bromo-pyrazolo[1,5-a]pyrimidine-2-carbonyl)-7-methyl-4,5,6,7-tetrahydropyrrolo[2,3-c]pyridin-1-yl]-ethanone). RXN SMILES: [Br:1][C:2]1[CH:3]=[N:4][C:5]2[N:6]([N:8]=[C:9]([C:11]([N:13]3[CH2:18][CH2:17][C:16]4[CH:19]=[CH:20][NH:21][C:15]=4[CH:14]3[CH3:22])=[O:12])[CH:10]=2)[CH:7]=1.[C:23](O)(=[O:25])[CH3:24]>>[Br:1][C:2]1[CH:3]=[N:4][C:5]2[N:6]([N:8]=[C:9]([C:11]([N:13]3[CH2:18][CH2:17][C:16]4[CH:19]=[CH:20][N:21]([C:23](=[O:25])[CH3:24])[C:15]=4[CH:14]3[CH3:22])=[O:12])[CH:10]=2)[CH:7]=1. Reported procedure: (6-Bromo-pyrazolo[1,5-a]pyrimidin-2-yl)-(7-methyl-1,4,5,7-tetrahydro-pyrrolo[2,3-c]pyridin-6-yl)-methanone is reacted with acetic acid to provide the title compound. The reactants are CC1=CC=C(C=C1)C=1C2=C(OC1C#N)C=CC=C2 (3-(4-methylphenyl)benzo[b]furan-2-carbonitrile), BrN1C(CCC1=O)=O (N-bromosuccinimide). Yield: 94.0%. Solvent: C(Cl)(Cl)(Cl)Cl (carbon tetrachloride). Yields the product BrCC1=CC=C(C=C1)C=1C2=C(OC1C#N)C=CC=C2 (3-(4-bromomethylphenyl)benzo[b]furan-2-carbonitrile). Procedure details: A mixture of 3-(4-methylphenyl)benzo[b]furan-2-carbonitrile (239 mg), N-bromosuccinimide (182 mg), and 2,2'-azobisisobutyronitrile (10 mg) in carbon tetrachloride (5 ml) was refluxed for 5 hours and cooled to ambient temperature. The precipitates were filtered off. The filtrate was washed with aqueous sodium bicarbonate solution (×3), dried, and concentrated in vacuo to give a yellow oil, which was crystallized from n-hexane to yield 3-(4-bromomethylphenyl)benzo[b]furan-2-carbonitrile (300 mg) a... Reagents/catalysts: N(=NC(C#N)(C)C)C(C#N)(C)C (2,2'-azobisisobutyronitrile). As a reaction SMILES: [CH3:1][C:2]1[CH:7]=[CH:6][C:5]([C:8]2[C:9]3[CH:18]=[CH:17][CH:16]=[CH:15][C:10]=3[O:11][C:12]=2[C:13]#[N:14])=[CH:4][CH:3]=1.[Br:19]N1C(=O)CCC1=O>C(Cl)(Cl)(Cl)Cl.N(C(C)(C)C#N)=NC(C)(C)C#N>[Br:19][CH2:1][C:2]1[CH:7]=[CH:6][C:5]([C:8]2[C:9]3[CH:18]=[CH:17][CH:16]=[CH:15][C:10]=3[O:11][C:12]=2[C:13]#[N:14])=[CH:4][CH:3]=1. Reactants: CC1C2CC(/C=C/C(=C/CC(/C=C/C(=C/C(C(C1=O)(C(=O)O2)C)NC(=O)C(=O)C)/C)O)/C)OC(=O)C (lankacidin A), aqueous solution. Run in CO (methanol). Conditions: time 35 minute. Yields the product C[C@@H]1[C@H]2C[C@@H](/C=C/C(=C/C[C@@H](/C=C/C(=C/[C@H]([C@@](C1=O)(C(=O)O2)C)NC(=O)C(=O)C)/C)O)/C)O (lankacidin C). The yield is 26.6%. As a reaction SMILES: [CH3:1][CH:2]1[C:18](=[O:19])[C:17]2([CH3:23])[C:20]([O:22][CH:3]1[CH2:4][CH:5]([O:33]C(C)=O)[CH:6]=[CH:7][C:8]([CH3:32])=[CH:9][CH2:10][CH:11]([OH:31])[CH:12]=[CH:13][C:14]([CH3:30])=[CH:15][CH:16]2[NH:24][C:25]([C:27]([CH3:29])=[O:28])=[O:26])=[O:21]>CO>[CH3:1][C@H:2]1[C:18](=[O:19])[C@@:17]2([CH3:23])[C:20]([O:22][C@@H:3]1[CH2:4][C@H:5]([OH:33])[CH:6]=[CH:7][C:8]([CH3:32])=[CH:9][CH2:10][C@H:11]([OH:31])[CH:12]=[CH:13][C:14]([CH3:30])=[CH:15][C@H:16]2[NH:24][C:25]([C:27]([CH3:29])=[O:28])=[O:26])=[O:21]. Procedure details: In 20 ml of methanol was dissolved 102 mg of lankacidin A. To the solution was added a 80 ml aqueous solution of 2.0 g of the enzyme prepared in Reference Example 11. The mixture was stirred at room temperature for 35 minutes, then methanol was distilled off. The residue was extracted with methyl isobutyl ketone-tetrahydrofuran (1:1). The extract was dried on MgSO4, then the solvent was distilled off. To the residue was added ether to give a white powdery crystalline substance, which was collect... Reactants: CC1=CC=CC(=N1)[C@@H](C)OC(C)=O ((R)-acetic acid 1-(6-methyl-pyridin-2-yl)-ethyl ester), C([O-])([O-])=O.[K+].[K+] (potassium carbonate), CC1=CC=CC(=N1)C(C)O (1-(6-methyl-pyridin-2-yl)-ethanol), powder, C(C)(=O)OC=C (vinyl acetate), acrylic resin. Run in CO (methanol), O (water), [Cl-].[Na+].O (brine), O(C(C)C)C(C)C (i-Pr2O). The product is CC1=CC=CC(=N1)[C@@H](C)O ((R)-1-(6-Methyl-pyridin-2-yl)-ethanol). The yield is 40.6%. RXN SMILES: [CH3:1][C:2]1[N:7]=[C:6]([CH:8]([OH:10])[CH3:9])[CH:5]=[CH:4][CH:3]=1.C(OC=C)(=O)C.CC1N=C([C@H](OC(=O)C)C)C=CC=1.C(=O)([O-])[O-].[K+].[K+]>O(C(C)C)C(C)C.CO.O.[Cl-].[Na+].O>[CH3:1][C:2]1[N:7]=[C:6]([C@H:8]([OH:10])[CH3:9])[CH:5]=[CH:4][CH:3]=1 |f:3.4.5,9.10.11|. Procedure: Stir a mixture of 1-(6-methyl-pyridin-2-yl)-ethanol (2.9 g, 21 mmol), 4 A molecular sieves powder (3 g), vinyl acetate (6 mL) and lipase Candida Antarctica acrylic resin (0.87 g) in i-Pr2O (40 mL) at ambient temperature overnight (J. Org. Chem. 1998, 63, 2481-2487; Synlett 1999, 41-44). Remove the solid residue by filtration. Evaporate the volatile substances and purify by chromatography eluting with hexane/EtOAc (7:3 to 1:1) to give the faster eluting (R)-acetic acid 1-(6-methyl-pyridin-2-yl)-e... Reactants: [H-].[Na+] (NaH), FC1=CC=C(C=C1)NC(CC1=C(C(=O)OC)C=CC(=C1)C(=O)OC)=O (dimethyl 2-(2-((4-fluorophenyl)amino)-2-oxoethyl)terephthalate). Run in O1CCCC1 (tetrahydrofuran), C(C)(=O)OCC (ethyl acetate). Reaction conditions: temperature 0 celsius, time 90 minute. Yields the product FC1=CC=C(C=C1)N1C(C2=CC=C(C=C2CC1=O)C(=O)OC)=O (methyl 2-(4-fluorophenyl)-1,3-dioxo-1,2,3,4-tetrahydroisoquinoline-6-carboxylate). Yield: 100.2%. Reaction SMILES: [H-].[Na+].[F:3][C:4]1[CH:9]=[CH:8][C:7]([NH:10][C:11](=[O:27])[CH2:12][C:13]2[CH:22]=[C:21]([C:23]([O:25][CH3:26])=[O:24])[CH:20]=[CH:19][C:14]=2[C:15](OC)=[O:16])=[CH:6][CH:5]=1>O1CCCC1.C(OCC)(=O)C>[F:3][C:4]1[CH:9]=[CH:8][C:7]([N:10]2[C:11](=[O:27])[CH2:12][C:13]3[C:14](=[CH:19][CH:20]=[C:21]([C:23]([O:25][CH3:26])=[O:24])[CH:22]=3)[C:15]2=[O:16])=[CH:6][CH:5]=1 |f:0.1|. Procedure details: NaH (0.382 g, 9.56 mmol) was added to a stirred, 0° C. mixture of dimethyl 2-(2-((4-fluorophenyl)amino)-2-oxoethyl)terephthalate (1.65 g, 4.78 mmol) in tetrahydrofuran (100 mL) and the mixture was stirred at 0° C. for 90 min. which turned into a red solution. The mixture was diluted with ethyl acetate (30 mL), washed with hydrochloric acid (0.5 M, 1×15 mL), water (10 mL), and brine (20 mL), dried (MgSO4), filtered and the solvent was evaporated under reduced pressure to give methyl 2-(4-fluoroph...